This data is from the Open Reaction Database (ORD), a public repository of structured organic reaction records. The task is: describe an organic reaction: reactants, conditions, products, and yield The reactants are C(C)(=O)OC(C)=O (acetic anhydride), CC1([C@@H](NC(S1)C1=CC=C(C=C1)C)C(=O)O)C (5,5-dimethyl-2-(4-methylphenyl)-thiazolidine-4(S)-carboxylic acid). The solvent is O (water). Reaction conditions: temperature 100 celsius. The product is C(C)(=O)N1[C@@H](SC([C@@H]1C(=O)O)(C)C)C1=CC=C(C=C1)C (3-Acetyl-5,5-dimethyl-2(S)-(4-methylphenyl)-thiazolidine-4(S)-carboxylic acid). As a reaction SMILES: [C:1](OC(=O)C)(=[O:3])[CH3:2].[CH3:8][C:9]1([CH3:24])[S:13][CH:12]([C:14]2[CH:19]=[CH:18][C:17]([CH3:20])=[CH:16][CH:15]=2)[NH:11][C@H:10]1[C:21]([OH:23])=[O:22]>O>[C:1]([N:11]1[C@@H:10]([C:21]([OH:23])=[O:22])[C:9]([CH3:24])([CH3:8])[S:13][C@H:12]1[C:14]1[CH:15]=[CH:16][C:17]([CH3:20])=[CH:18][CH:19]=1)(=[O:3])[CH3:2]. Procedure: 5.6 ml of acetic anhydride are added to a hot suspension containing 2.51 g (10 mmoles) of 5,5-dimethyl-2-(4-methylphenyl)-thiazolidine-4(S)-carboxylic acid in 5.6 ml of water, then the mixture is heated at 100° C. for 5 minutes. On cooling, crystals are precipitated which are recrystallized from isopropanol to give the title compound in a yield of 2.15 g (73.3%), m.p.: 214°218° C., [α]D19 =-101° (c=0.71, methanol). Reactants: Cc1cc(Br)ccc1F, C1CCOC1, CN(C)C=O, CCOC(C)=O, CC(C)[N-]C(C)C, [Li+]. Yields the product Cc1cc(Br)cc(C=O)c1F. As a reaction SMILES: [Br:1][c:2]1[cH:3][cH:4][c:5]([F:9])[c:6]([CH3:8])[cH:7]1.[CH2:29]1[O:30][CH2:31][CH2:32][CH2:33]1.[CH3:18][N:19]([CH:20]=[O:21])[CH3:22].[CH3:23][CH2:24][O:25][C:26](=[O:27])[CH3:28].[CH:10]([N-:11][CH:12]([CH3:13])[CH3:14])([CH3:15])[CH3:16].[Li+:17]>>[Br:1][c:2]1[cH:3][c:4]([CH:20]=[O:21])[c:5]([F:9])[c:6]([CH3:8])[cH:7]1. The reactants are substituted benzyl amines, C(=O)([O-])[O-].[Na+].[Na+] (Na2CO3), N1[C@H](CCCC1)C(=O)NC1(CC1)C1=CC=C(C(=O)OC)C=C1 ((R)-methyl 4-(1-(piperidine-2-carboxamido)cyclopropyl)benzoate), ClC1=CC=C(CBr)C=C1 (4-(Chloro)benzylbromide). The product is ClC1=CC=C(CN2[C@H](CCCC2)C(=O)NC2(CC2)C2=CC=C(C(=O)OC)C=C2)C=C1 ((R)-methyl 4-(1-(1-(4-chlorobenzyl)piperidine-2-carboxamido)cyclopropyl)benzoate). Isolated yield 93.7%. Reaction SMILES: [NH:1]1[CH2:6][CH2:5][CH2:4][CH2:3][C@@H:2]1[C:7]([NH:9][C:10]1([C:13]2[CH:22]=[CH:21][C:16]([C:17]([O:19][CH3:20])=[O:18])=[CH:15][CH:14]=2)[CH2:12][CH2:11]1)=[O:8].[Cl:23][C:24]1[CH:31]=[CH:30][C:27]([CH2:28]Br)=[CH:26][CH:25]=1.C([O-])([O-])=O.[Na+].[Na+]>>[Cl:23][C:24]1[CH:31]=[CH:30][C:27]([CH2:28][N:1]2[CH2:6][CH2:5][CH2:4][CH2:3][C@@H:2]2[C:7]([NH:9][C:10]2([C:13]3[CH:14]=[CH:15][C:16]([C:17]([O:19][CH3:20])=[O:18])=[CH:21][CH:22]=3)[CH2:12][CH2:11]2)=[O:8])=[CH:26][CH:25]=1 |f:2.3.4|. Procedure details: The title compound (D120) (45 mg) was prepared according to the general procedure for substituted benzyl amines preparation starting from (R)-methyl 4-(1-(piperidine-2-carboxamido)cyclopropyl)benzoate (D87) (34 mg) and 4-(Chloro)benzylbromide (35 mg). (Na2CO3: 4 eq; reaction time: 18 hrs; 68° C.) The reactants are Cl.NO (hydroxylamine hydrochloride), [OH-].[K+] (potassium hydroxide), ice, COCCOCCOC (diglyme), N1C(=NC2=C1C=CC=C2)C(C#N)=NO ((1H-benzoimidazol-2-yl)-hydroxyimino-acetonitrile). RXN SMILES: Cl.[NH2:2]O.[OH-].[K+].COCCOCCOC.[NH:15]1[C:19]2[CH:20]=[CH:21][CH:22]=[CH:23][C:18]=2[N:17]=[C:16]1[C:24](=[N:27][OH:28])[C:25]#[N:26]>O>[NH:15]1[C:19]2[CH:20]=[CH:21][CH:22]=[CH:23][C:18]=2[N:17]=[C:16]1[C:24]1[C:25]([NH2:2])=[N:26][O:28][N:27]=1 |f:0.1,2.3|. Isolated yield 48.6%. The solvent is O (water). Reported procedure: To an ice-cooled stirred solution of 13.2 g of hydroxylamine hydrochloride (190 mmol, 3 eq) in 20 ml of water, 15.3 g of potassium hydroxide (27.2 mmol, 4.3 eq) are slowly added. Then 60 ml of diglyme (diethylene glycol dimethyl ether) and 11.8 g of (1H-benzoimidazol-2-yl)-hydroxyimino-acetonitrile (63.4 mmol, 1 eq) are added. The ice-bath is removed and the reaction mixture is heated to reflux for 8 h (bath temperature 170° C.). After cooling to room temperature, the reaction mixture is filtere... Product: N1C(=NC2=C1C=CC=C2)C=2C(=NON2)N (4-(1H-Benzoimidazol-2-yl)-furazan-3-ylamine). Reaction conditions: temperature 170 celsius. Reactants: C(C)(C)(C)OC(=O)NCC1=CC=C(OC=2C=C(C(=O)O)C=C(C2)OC2=CC=C(C=C2)C#N)C=C1 (3-[4-(tert-butoxycarbonylamino-methyl)-phenoxy]-5-(4-cyano-phenoxy)-benzoic acid), C(C1=CC=CC=C1)OC(NC1CCC(CC1)O)=O ((4-hydroxy-cyclohexyl)-carbamic acid benzyl ester). Yields the product C(C1=CC=CC=C1)OC(=O)NC1CCC(CC1)OC(C1=CC(=CC(=C1)OC1=CC=C(C=C1)C#N)OC1=CC=C(C=C1)CNC(=O)OC(C)(C)C)=O (3-[4-(tert-butoxycarbonylamino-methyl)-phenoxy]-5-(4-cyano-phenoxy)-benzoic Acid 4-benzyloxycarbonylamino-cyclohexyl Ester). Yield: 39.1%. RXN SMILES: [C:1]([O:5][C:6]([NH:8][CH2:9][C:10]1[CH:34]=[CH:33][C:13]([O:14][C:15]2[CH:16]=[C:17]([CH:21]=[C:22]([O:24][C:25]3[CH:30]=[CH:29][C:28]([C:31]#[N:32])=[CH:27][CH:26]=3)[CH:23]=2)[C:18]([OH:20])=[O:19])=[CH:12][CH:11]=1)=[O:7])([CH3:4])([CH3:3])[CH3:2].[CH2:35]([O:42][C:43](=[O:52])[NH:44][CH:45]1[CH2:50][CH2:49][CH:48](O)[CH2:47][CH2:46]1)[C:36]1[CH:41]=[CH:40][CH:39]=[CH:38][CH:37]=1>>[CH2:35]([O:42][C:43]([NH:44][CH:45]1[CH2:50][CH2:49][CH:48]([O:19][C:18](=[O:20])[C:17]2[CH:21]=[C:22]([O:24][C:25]3[CH:26]=[CH:27][C:28]([C:31]#[N:32])=[CH:29][CH:30]=3)[CH:23]=[C:15]([O:14][C:13]3[CH:33]=[CH:34][C:10]([CH2:9][NH:8][C:6]([O:5][C:1]([CH3:4])([CH3:2])[CH3:3])=[O:7])=[CH:11][CH:12]=3)[CH:16]=2)[CH2:47][CH2:46]1)=[O:52])[C:36]1[CH:41]=[CH:40][CH:39]=[CH:38][CH:37]=1. Reported procedure: Following the procedure of Example 9(e) 3-[4-(tert-butoxycarbonylamino-methyl)-phenoxy]-5-(4-cyano-phenoxy)-benzoic acid (0.85 g, 1.85 mmol) and (4-hydroxy-cyclohexyl)-carbamic acid benzyl ester (0.50 g, 2.03 mmol) were used to afford 0.5 g of the required product. Percentage purity (LCMS): 67.0%, (M+1) 691.2+1. The reactants are CO, Cc1cc2c(NCc3cccc([N+](=O)[O-])c3)nc(-n3ccnc3)nc2s1. As a reaction SMILES: [CH3:27][OH:28].[n:1]1(-[c:6]2[n:7][c:8]([NH:16][CH2:17][c:18]3[cH:19][c:20]([N+:24]([O-:25])=[O:26])[cH:21][cH:22][cH:23]3)[c:9]3[c:10]([n:11]2)[s:12][c:13]([CH3:15])[cH:14]3)[cH:2][n:3][cH:4][cH:5]1>>[n:1]1(-[c:6]2[n:7][c:8]([NH:16][CH2:17][c:18]3[cH:19][c:20]([NH2:24])[cH:21][cH:22][cH:23]3)[c:9]3[c:10]([n:11]2)[s:12][c:13]([CH3:15])[cH:14]3)[cH:2][n:3][cH:4][cH:5]1. Yields the product Cc1cc2c(NCc3cccc(N)c3)nc(-n3ccnc3)nc2s1. Reported procedure: A hexane solution of n-butyllithium (1.54 M, 12.2 ml, 18.7 mmol) was added to a solution of 2,5-dibromo-4-methylpyridine (4.27 g, 17.0 mmol) in diethyl ether (200 ml) in an argon atmosphere at −78° C. After stirring the reaction mixture for 30 minutes, 2,3,6-trifluorobenzaldehyde (1.99 ml, 17.0 mmol) was added thereto. After stirring for 30 minutes at the same temperature, saturated aqueous ammonium chloride was added to the mixture at room temperature. The organic layer was dried over anhydrous... Isolated yield 81.8%. Run in C(C)OCC (diethyl ether), CCCCCC (hexane). The product is BrC1=CC(=C(C=N1)C(O)C1=C(C(=CC=C1F)F)F)C ((6-Bromo-4-methylpyridin-3-yl)(2,3,6-trifluorophenyl)methanol). Reaction SMILES: C([Li])CCC.[Br:6][C:7]1[CH:12]=[C:11]([CH3:13])[C:10](Br)=[CH:9][N:8]=1.[F:15][C:16]1[C:23]([F:24])=[CH:22][CH:21]=[C:20]([F:25])[C:17]=1[CH:18]=[O:19].[Cl-].[NH4+]>C(OCC)C.CCCCCC>[Br:6][C:7]1[N:8]=[CH:9][C:10]([CH:18]([C:17]2[C:20]([F:25])=[CH:21][CH:22]=[C:23]([F:24])[C:16]=2[F:15])[OH:19])=[C:11]([CH3:13])[CH:12]=1 |f:3.4|. Reactants: C(CCC)[Li] (n-butyllithium), BrC1=NC=C(C(=C1)C)Br (2,5-dibromo-4-methylpyridine), [Cl-].[NH4+] (ammonium chloride), FC1=C(C=O)C(=CC=C1F)F (2,3,6-trifluorobenzaldehyde). Conditions: time 30 minute.